From a dataset of the Open Reaction Database (ORD), a public repository of structured organic reaction records. describe an organic reaction: reactants, conditions, products, and yield The reactants are S1C(=CC=C1)C=1SC=C(N1)C(=O)OCC (ethyl 2-(2-thienyl)-4-thiazolecarboxylate), [H-].[Al+3].[Li+].[H-].[H-].[H-] (lithium aluminum hydride). Product: S1C(=CC=C1)C=1SC=C(N1)CO (2-(2-thienyl)-4-thiazolylmethanol). Isolated yield 94.0%. As a reaction SMILES: [S:1]1[CH:5]=[CH:4][CH:3]=[C:2]1[C:6]1[S:7][CH:8]=[C:9]([C:11](OCC)=[O:12])[N:10]=1.[H-].[Al+3].[Li+].[H-].[H-].[H-]>>[S:1]1[CH:5]=[CH:4][CH:3]=[C:2]1[C:6]1[S:7][CH:8]=[C:9]([CH2:11][OH:12])[N:10]=1 |f:1.2.3.4.5.6|. Reported procedure: In substantially the same manner as in Reference Example 72, ethyl 2-(2-thienyl)-4-thiazolecarboxylate was reduced with lithium aluminum hydride to give crystals of 2-(2-thienyl)-4-thiazolylmethanol. The yield was 94%. Recrystallization from ethyl acetate-hexane gave colorless needles, mp 54-55° C. Reactants: BrC1=CC(=C(C=C1)C(C(F)(F)F)=O)C (1-(4-bromo-2-methylphenyl)-2,2,2-trifluoroethanone), BrC1=CC(=C(C=C1)[C@H](C(F)(F)F)O)N1N=C(C=C1)C ((R)-1-(4-bromo-2-(3-methyl-1H-pyrazol-1-yl)phenyl)-2,2,2-trifluoroethanol), BrC1=CC(=C(C=C1)[C@H](C(F)(F)F)O)N1N=C(C=C1)C ((R)-1-(4-bromo-2-(3-methyl-1H-pyrazol-1-yl)phenyl)-2,2,2-trifluoroethanol). Reagents/catalysts: [Ir] (Iridium). Product: BrC1=CC(=C(C=C1)[C@H](C(F)(F)F)O)C ((R)-1-(4-bromo-2-methylphenyl)-2,2,2-trifluoroethanol). Reaction SMILES: [Br:1][C:2]1[CH:7]=[CH:6][C:5]([C:8](=[O:13])[C:9]([F:12])([F:11])[F:10])=[C:4]([CH3:14])[CH:3]=1.BrC1C=CC([C@@H](O)C(F)(F)F)=C(N2C=CC(C)=N2)C=1>[Ir]>[Br:1][C:2]1[CH:7]=[CH:6][C:5]([C@@H:8]([OH:13])[C:9]([F:11])([F:12])[F:10])=[C:4]([CH3:14])[CH:3]=1. Procedure details: Chiral reduction of 1-(4-bromo-2-methylphenyl)-2,2,2-trifluoroethanone using the Iridium complex-catalyzed hydrogenation as described for Intermediate 1, (R)-1-(4-bromo-2-(3-methyl-1H-pyrazol-1-yl)phenyl)-2,2,2-trifluoroethanol provides (R)-1-(4-bromo-2-methylphenyl)-2,2,2-trifluoroethanol. The reactants are N1(CCOCC1)S(=O)(=O)C=1C=C(C=CC1)C1=CC=C2C=NC(=NN21)O (7-[3-(morpholine-4-sulfonyl)-phenyl]-pyrrolo[2,1-f][1,2,4]triazin-2-ol), NC=1C=C(C=CC1)C1C(N(CCN1C)C)=O (3-(3-amino-phenyl)-1,4-dimethyl-piperazin-2-one). Product: CN1C(C(N(CC1)C)C1=CC(=CC=C1)NC1=NN2C(C=N1)=CC=C2C2=CC(=CC=C2)S(=O)(=O)N2CCOCC2)=O (1,4-Dimethyl-3-(3-{7-[3-(morpholine-4-sulfonyl)-phenyl]-pyrrolo[2,1-f][1,2,4]triazin-2-ylamino}-phenyl)-piperazin-2-one), foam. Yield: 49.0%. RXN SMILES: [N:1]1([S:7]([C:10]2[CH:11]=[C:12]([C:16]3[N:24]4[C:19]([CH:20]=[N:21][C:22](O)=[N:23]4)=[CH:18][CH:17]=3)[CH:13]=[CH:14][CH:15]=2)(=[O:9])=[O:8])[CH2:6][CH2:5][O:4][CH2:3][CH2:2]1.[NH2:26][C:27]1[CH:28]=[C:29]([CH:33]2[N:38]([CH3:39])[CH2:37][CH2:36][N:35]([CH3:40])[C:34]2=[O:41])[CH:30]=[CH:31][CH:32]=1>>[CH3:40][N:35]1[CH2:36][CH2:37][N:38]([CH3:39])[CH:33]([C:29]2[CH:30]=[CH:31][CH:32]=[C:27]([NH:26][C:22]3[N:21]=[CH:20][C:19]4=[CH:18][CH:17]=[C:16]([C:12]5[CH:13]=[CH:14][CH:15]=[C:10]([S:7]([N:1]6[CH2:2][CH2:3][O:4][CH2:5][CH2:6]6)(=[O:8])=[O:9])[CH:11]=5)[N:24]4[N:23]=3)[CH:28]=2)[C:34]1=[O:41]. Procedure details: 1,4-Dimethyl-3-(3-{7-[3-(morpholine-4-sulfonyl)-phenyl]-pyrrolo[2,1-f][1,2,4]triazin-2-ylamino}-phenyl)-piperazin-2-one was prepared from 7-[3-(morpholine-4-sulfonyl)-phenyl]-pyrrolo[2,1-f][1,2,4]triazin-2-ol and 3-(3-amino-phenyl)-1,4-dimethyl-piperazin-2-one in an analogous manner to Example 1052a. Product isolated as a yellow foam (84 mg, 49%). LCMS (m/e) 562 (M+H); 1H-NMR (CDCl3, 400 MHz) δ 8.75 (s, 1H), 8.63 (d, 1H, J=7.5 Hz), 8.28 (s, 1H), 7.88-7.81 (m, 1H), 7.75-7.64 (m, 2H), 7.43-7.35 (m...